Dataset: the Open Reaction Database (ORD), a public repository of structured organic reaction records. Task: describe an organic reaction: reactants, conditions, products, and yield The reactants are sulfonamide, [K] (potassium), sulfonic acid, C1OC=2C=C(CCC=3SC=CC3S(=O)(=O)N3C=CC=C3)C=CC2O1 (N-{2-[3,4-(methylenedioxy)phenethyl]thiophene-3-sulfonyl}pyrrole), S(=O)(=O)(Cl)Cl (sulfonyl chloride). Yields the product ClS(=O)(=O)C1=C(SC=C1)CCC1=CC2=C(C=C1)OCO2 (3-chlorosulfonyl-2-[3,4-(methylenedioxy)phenethyl]thiophene). Isolated yield 42.0%. RXN SMILES: [CH2:1]1[O:24][C:23]2[CH:22]=[CH:21][C:5]([CH2:6][CH2:7][C:8]3[S:9][CH:10]=[CH:11][C:12]=3[S:13](N3C=CC=C3)(=[O:15])=[O:14])=[CH:4][C:3]=2[O:2]1.[K].S(Cl)([Cl:29])(=O)=O>>[Cl:29][S:13]([C:12]1[CH:11]=[CH:10][S:9][C:8]=1[CH2:7][CH2:6][C:5]1[CH:21]=[CH:22][C:23]2[O:24][CH2:1][O:2][C:3]=2[CH:4]=1)(=[O:15])=[O:14] |^1:24|. Reported procedure: 3-chlorosulfonyl-2-[3,4-(methylenedioxy)phenethyl]thiophene was prepared in the same manner as described in the Example 64E using N-{2-[3,4-(methylenedioxy)phenethyl]thiophene-3-sulfonyl}pyrrole by conducting basic hydrolysis (iso-propanol and potassium hydroxide) of the sulfonamide to the potassium salt of sulfonic acid (93%) followed by conversion of the salt to the corresponding sulfonyl chloride in a 42% yield. The reactants are O (H2O), BrC1=NC(=CC=C1)Br (2,6-dibromopyridine), CC1=NN=C2N1CCNC2 (3-methyl-5,6,7,8-tetrahydro-[1,2,4]triazolo[4,3-a]pyrazine), C([O-])([O-])=O.[K+].[K+] (potassium carbonate). Solvent: O1CCOCC1 (dioxane). Run at temperature 140 celsius. Product: BrC1=CC=CC(=N1)N1CC=2N(CC1)C(=NN2)C (7-(6-bromopyridin-2-yl)-3-methyl-5,6,7,8-tetrahydro-[1,2,4]triazolo[4,3-a]pyrazine). RXN SMILES: Br[C:2]1[CH:7]=[CH:6][CH:5]=[C:4]([Br:8])[N:3]=1.[CH3:9][C:10]1[N:14]2[CH2:15][CH2:16][NH:17][CH2:18][C:13]2=[N:12][N:11]=1.C(=O)([O-])[O-].[K+].[K+].O>O1CCOCC1>[Br:8][C:4]1[N:3]=[C:2]([N:17]2[CH2:16][CH2:15][N:14]3[C:10]([CH3:9])=[N:11][N:12]=[C:13]3[CH2:18]2)[CH:7]=[CH:6][CH:5]=1 |f:2.3.4|. Reported procedure: A glass microwave reaction vessel was charged with 2,6-dibromopyridine (434 mg, 1.832 mmol, Aldrich), 3-methyl-5,6,7,8-tetrahydro-[1,2,4]triazolo[4,3-a]pyrazine (380 mg, 2.75 mmol, MolBridge) and potassium carbonate (253 mg, 1.832 mmol) in dioxane (1.8 mL). The reaction was stirred and heated in a Initiator microwave reactor (Personal Chemistry, Biotage AB, Inc., Uppsala, Sweden) at 140° C. for 4 h. The reaction was cooled to RT, H2O was added and the resulting precipitate was collected by filtr... The reactants are C(C)(C)(C)N1CCC(CC1)=O (1-tert-butylpiperidin-4-one), solution, [H-].[Al+3].[Li+].[H-].[H-].[H-] (lithium aluminum hydride). The solvent is C1CCOC1 (THF), C1CCOC1 (THF). Reaction conditions: time 10 minute. The product is C(C)(C)(C)N1CCC(CC1)O (1-tert-Butylpiperidin-4-ol). Reaction SMILES: [C:1]([N:5]1[CH2:10][CH2:9][C:8](=[O:11])[CH2:7][CH2:6]1)([CH3:4])([CH3:3])[CH3:2].[H-].[Al+3].[Li+].[H-].[H-].[H-]>C1COCC1>[C:1]([N:5]1[CH2:10][CH2:9][CH:8]([OH:11])[CH2:7][CH2:6]1)([CH3:4])([CH3:2])[CH3:3] |f:1.2.3.4.5.6|. Procedure: To a 0° C. solution of 1.0 g of 1-tert-butylpiperidin-4-one (COMPOUND PPA-1) in 2 mL of THF was added 6.4 mL of a 1M solution of lithium aluminum hydride in THF dropwise. The mixture was stirred 10 min at rt, then quenched by careful addition of 0.2 mL of water, 0.2 mL of 15% aqueous NaOH, and 0.6 mL of water. The mixture was stirred vigorously for 30 min, then filtered and concentrated to yield the title compound. Starting materials: C(C)(=O)N (acetamide), C(=O)([O-])[O-].[Cs+].[Cs+] (Cs2CO3), CCOC(=O)C (EtOAc), ClC1=NC=CC(=C1)OC=1C=NC(=CC1)[N+](=O)[O-] (2-chloro-4-((6-nitropyridin-3-yl)oxy)pyridine). The reagents and catalysts are C=1C=CC(=CC1)/C=C/C(=O)/C=C/C2=CC=CC=C2.C=1C=CC(=CC1)/C=C/C(=O)/C=C/C2=CC=CC=C2.C=1C=CC(=CC1)/C=C/C(=O)/C=C/C2=CC=CC=C2.[Pd].[Pd] (Pd2(dba)3), CC(C)C1=CC(=C(C(=C1)C(C)C)C2=C(C=CC=C2)P(C3CCCCC3)C4CCCCC4)C(C)C (X-Phos). The solvent is O1CCOCC1 (dioxane). Conditions: temperature 80 celsius. Product: [N+](=O)([O-])C1=CC=C(C=N1)OC1=CC(=NC=C1)NC(C)=O (N-(4-((6-nitropyridin-3-yl)oxy)pyridin-2-yl)acetamide). Yield: 67.9%. Reaction SMILES: Cl[C:2]1[CH:7]=[C:6]([O:8][C:9]2[CH:10]=[N:11][C:12]([N+:15]([O-:17])=[O:16])=[CH:13][CH:14]=2)[CH:5]=[CH:4][N:3]=1.[C:18]([NH2:21])(=[O:20])[CH3:19].C([O-])([O-])=O.[Cs+].[Cs+].CCOC(C)=O>O1CCOCC1.C1C=CC(/C=C/C(/C=C/C2C=CC=CC=2)=O)=CC=1.C1C=CC(/C=C/C(/C=C/C2C=CC=CC=2)=O)=CC=1.C1C=CC(/C=C/C(/C=C/C2C=CC=CC=2)=O)=CC=1.[Pd].[Pd].CC(C1C=C(C(C)C)C(C2C=CC=CC=2P(C2CCCCC2)C2CCCCC2)=C(C(C)C)C=1)C>[N+:15]([C:12]1[N:11]=[CH:10][C:9]([O:8][C:6]2[CH:5]=[CH:4][N:3]=[C:2]([NH:21][C:18](=[O:20])[CH3:19])[CH:7]=2)=[CH:14][CH:13]=1)([O-:17])=[O:16] |f:2.3.4,7.8.9.10.11|. Procedure details: A degassed solution of Example A1 (2.0 g, 7.95 mmol) in dioxane (30 mL) added treated with acetamide (1.878 g, 31.8 mmol), Cs2CO3 (2.59 g, 7.95 mmol), X-Phos (0.189 g, 0.397 mmol), and Pd2(dba)3 (0.364 g, 0.397 mmol) and heated at 80° C. for 16 h. The mixture was cooled to RT, treated with EtOAc, the solids removed via filtration through diatomaceous earth and rinsed well with EtOAc. The filtrate was washed with water, then brine, dried over Na2SO4, concentrated to dryness and purified via silic... Reactants: CN(C)C=O, COC1(OC)CCN(c2ccc(N3CC(CCS(=O)(=O)[O-])OC3=O)cc2F)CC1F, [N-]=[N+]=[N-], [Na+], O. Yields the product COC1(OC)CCN(c2ccc(N3CC(CN=[N+]=[N-])OC3=O)cc2F)CC1F. Reaction SMILES: [CH3:36][N:37]([CH3:38])[CH:39]=[O:40].[CH3:5][O:6][C:7]1([O:33][CH3:34])[CH:8]([F:32])[CH2:9][N:10]([c:13]2[c:14]([F:31])[cH:15][c:16]([N:19]3[C:20](=[O:30])[O:21][CH:22]([CH2:24][CH2:25][S:26]([O-:27])(=[O:28])=[O:29])[CH2:23]3)[cH:17][cH:18]2)[CH2:11][CH2:12]1.[N-:2]=[N+:3]=[N-:4].[Na+:1].[OH2:35]>>[N:2](=[N+:3]=[N-:4])[CH2:24][CH:22]1[O:21][C:20](=[O:30])[N:19]([c:16]2[cH:15][c:14]([F:31])[c:13]([N:10]3[CH2:9][CH:8]([F:32])[C:7]([O:6][CH3:5])([O:33][CH3:34])[CH2:12][CH2:11]3)[cH:18][cH:17]2)[CH2:23]1. Starting materials: CCN(C(C)C)C(C)C, COC(=O)c1cc(F)c(C(F)(F)F)cc1[N+](=O)[O-], C1COCCO1, N#Cc1c[nH]cn1. RXN SMILES: [CH2:26]([N:27]([CH:28]([CH3:29])[CH3:30])[CH:31]([CH3:32])[CH3:33])[CH3:34].[CH3:1][O:2][C:3]([c:4]1[c:5]([N+:15](=[O:16])[O-:17])[cH:6][c:7]([C:11]([F:12])([F:13])[F:14])[c:8]([F:10])[cH:9]1)=[O:18].[O:35]1[CH2:36][CH2:37][O:38][CH2:39][CH2:40]1.[nH:19]1[cH:20][n:21][c:22]([C:24]#[N:25])[cH:23]1>>[CH3:1][O:2][C:3]([c:4]1[c:5]([N+:15](=[O:16])[O-:17])[cH:6][c:7]([C:11]([F:12])([F:13])[F:14])[c:8](-[n:19]2[cH:20][n:21][c:22]([C:24]#[N:25])[cH:23]2)[cH:9]1)=[O:18]. Yields the product COC(=O)c1cc(-n2cnc(C#N)c2)c(C(F)(F)F)cc1[N+](=O)[O-]. The reactants are C([O-])(O)=O.[Na+] (sodium bicarbonate), N(=O)[O-].[Na+] (sodium nitrite), CC=1CC(N(N1)C1=CC=2CCCCC2C=C1)=O (5-methyl-2-(5,6,7,8-tetrahydro-naphthalen-2-yl)-2,4-dihydro-pyrazol-3-one), NC=1C(=C(C=C(C1)F)C1=CC(=CC=C1)C(=O)O)O (3′-amino-5′-fluoro-2′-hydroxy-biphenyl-3-carboxylic acid). The solvent is Cl (hydrochloric acid), C(C)O (ethanol). Product: FC=1C=C(C(=C(C1)C1=CC(=CC=C1)C(=O)O)O)NN=C1C(=NN(C1=O)C1=CC=2CCCCC2C=C1)C (5′-fluoro-2′-hydroxy-3′-{N′-[3-methyl-5-oxo-1-(5,6,7,8-tetrahydro-naphthalen-2-yl)-1,5-dihydro-pyrazol-4-ylidene]-hydrazino}-biphenyl-3-carboxylic acid). The yield is 13.0%. As a reaction SMILES: [NH2:1][C:2]1[C:3]([OH:18])=[C:4]([C:9]2[CH:14]=[CH:13][CH:12]=[C:11]([C:15]([OH:17])=[O:16])[CH:10]=2)[CH:5]=[C:6]([F:8])[CH:7]=1.[N:19]([O-])=O.[Na+].[CH3:23][C:24]1[CH2:25][C:26](=[O:39])[N:27]([C:29]2[CH:38]=[CH:37][C:36]3[CH2:35][CH2:34][CH2:33][CH2:32][C:31]=3[CH:30]=2)[N:28]=1.C(=O)(O)[O-].[Na+]>Cl.C(O)C>[F:8][C:6]1[CH:7]=[C:2]([NH:1][N:19]=[C:25]2[C:26](=[O:39])[N:27]([C:29]3[CH:38]=[CH:37][C:36]4[CH2:35][CH2:34][CH2:33][CH2:32][C:31]=4[CH:30]=3)[N:28]=[C:24]2[CH3:23])[C:3]([OH:18])=[C:4]([C:9]2[CH:14]=[CH:13][CH:12]=[C:11]([C:15]([OH:17])=[O:16])[CH:10]=2)[CH:5]=1 |f:1.2,4.5|. Procedure: Upon cooling by an ice-water bath, 3′-amino-5′-fluoro-2′-hydroxy-biphenyl-3-carboxylic acid 2f (250 mg, 1.01 mmol) was dissolved in 10 mL of hydrochloric acid (1 N) followed by addition of 10 mL of aqueous sodium nitrite (77 mg, 1.12 mmol) and 5-methyl-2-(5,6,7,8-tetrahydro-naphthalen-2-yl)-2,4-dihydro-pyrazol-3-one 4i (230 mg, 1.01 mmol). The mixture was adjusted to pH 8 with saturated aqueous sodium bicarbonate, followed by addition of 10 mL of ethanol. The reaction was warmed up to room tempe...